Dataset: the Open Reaction Database (ORD), a public repository of structured organic reaction records. Task: describe an organic reaction: reactants, conditions, products, and yield Reactants: CCO, CS, Cl, O=C(O)c1cc(F)ccc1[N+](=O)[O-], [Na], O. The product is CSc1ccc([N+](=O)[O-])c(C(=O)O)c1. Reaction SMILES: [CH3:17][CH2:18][OH:19].[CH3:1][SH:2].[ClH:20].[F:4][c:5]1[cH:6][cH:7][c:8]([N+:14](=[O:15])[O-:16])[c:9]([C:10](=[O:11])[OH:12])[cH:13]1.[Na:3].[OH2:21]>>[CH3:1][S:2][c:5]1[cH:6][cH:7][c:8]([N+:14](=[O:15])[O-:16])[c:9]([C:10](=[O:11])[OH:12])[cH:13]1. Reaction SMILES: [C:1]([O:5][C:6](=[O:21])[NH:7][CH2:8][CH2:9][O:10][C:11]1[CH:16]=[C:15]([CH2:17]O)[CH:14]=[CH:13][C:12]=1[C:19]#[N:20])([CH3:4])([CH3:3])[CH3:2].[Cl:22][C:23]1[CH:24]=[CH:25][C:26](=[O:60])[N:27]([C:29]2[CH:34]=[CH:33][C:32]([CH2:35][C:36]3[N:37]=[CH:38][N:39](C(C4C=CC=CC=4)(C4C=CC=CC=4)C4C=CC=CC=4)[CH:40]=3)=[CH:31][N:30]=2)[CH:28]=1.CCN(C(C)C)C(C)C.O(S(C(F)(F)F)(=O)=O)S(C(F)(F)F)(=O)=O>C(Cl)Cl>[C:1]([O:5][C:6](=[O:21])[NH:7][CH2:8][CH2:9][O:10][C:11]1[CH:16]=[C:15]([CH2:17][N:37]2[C:36]([CH2:35][C:32]3[CH:33]=[CH:34][C:29]([N:27]4[CH:28]=[C:23]([Cl:22])[CH:24]=[CH:25][C:26]4=[O:60])=[N:30][CH:31]=3)=[CH:40][N:39]=[CH:38]2)[CH:14]=[CH:13][C:12]=1[C:19]#[N:20])([CH3:4])([CH3:3])[CH3:2]. Reaction conditions: temperature -78 celsius, time 1 hour. Yields the product C(C)(C)(C)OC(NCCOC1=C(C=CC(=C1)CN1C=NC=C1CC=1C=CC(=NC1)N1C(C=CC(=C1)Cl)=O)C#N)=O ((2-{5-[5-(5-chloro-2-oxo-2H-[1,2']bipyridinyl-5'-ylmethyl)-imidazol-1-ylmethyl]-2-cyano-phenoxy}-ethyl)-carbamic acid tert-butyl ester). Procedure details: To a cooled solution (-78° C.) of [2-(2-cyano-5-hydroxymethylphenoxy)-ethyl]-carbamic acid tert-butyl ester from step 3 (248 mg, 0.85 mmol) and 5-chloro-5'-(1-trityl-1H-imidazol-4-ylmethyl)-[1,2']bipyridinyl-2-one from Example 23, Step 5 (450 mg, 0.85 mmol) in CH2Cl2 (4.5 ml) was added DIEA (325 μl, 1.87 mmol) followed immediately by the addition of Tf2O (215 μl, 1.27 mmol). The reaction mixture stirred at -78° C. for 1 hour and was then transferred to an ice bath and stirred at 0° C. for anothe... Solvent: C(Cl)Cl (CH2Cl2). Starting materials: O(S(=O)(=O)C(F)(F)F)S(=O)(=O)C(F)(F)F (Tf2O), C(C)(C)(C)OC(NCCOC1=C(C=CC(=C1)CO)C#N)=O ([2-(2-cyano-5-hydroxymethyl-phenoxy)-ethyl]-carbamic acid tert-butyl ester), ClC=1C=CC(N(C1)C1=NC=C(C=C1)CC=1N=CN(C1)C(C1=CC=CC=C1)(C1=CC=CC=C1)C1=CC=CC=C1)=O (5-chloro-5'-(1-trityl-1H-imidazol-4-ylmethyl)-[1,2']bipyridinyl-2-one), CCN(C(C)C)C(C)C (DIEA). Starting materials: C(C)(C)(C)OC(=O)N1CCC(CC1)NC1=CC=C(C=C1)OCC (1-(tert-Butoxycarbonyl)-4-[(4-ethoxyphenyl)amino]piperidine), ClCC1=CC(=NC=C1)C1=CC(=C(C(=C1)OC)OC)OC (4-chloromethyl-2-(3,4,5-trimethoxyphenyl)pyridine). The product is C(C)(C)(C)OC(=O)N1CCC(CC1)N(CC1=CC(=NC=C1)C1=CC(=C(C(=C1)OC)OC)OC)C1=CC=C(C=C1)OCC (1-(tert-Butoxycarbonyl)-4-[N-(4-ethoxyphenyl)-N-[[2-(3,4,5-trimethoxyphenyl)pyridin-4-yl]methyl]amino]piperidine). As a reaction SMILES: [C:1]([O:5][C:6]([N:8]1[CH2:13][CH2:12][CH:11]([NH:14][C:15]2[CH:20]=[CH:19][C:18]([O:21][CH2:22][CH3:23])=[CH:17][CH:16]=2)[CH2:10][CH2:9]1)=[O:7])([CH3:4])([CH3:3])[CH3:2].Cl[CH2:25][C:26]1[CH:31]=[CH:30][N:29]=[C:28]([C:32]2[CH:37]=[C:36]([O:38][CH3:39])[C:35]([O:40][CH3:41])=[C:34]([O:42][CH3:43])[CH:33]=2)[CH:27]=1>>[C:1]([O:5][C:6]([N:8]1[CH2:13][CH2:12][CH:11]([N:14]([C:15]2[CH:20]=[CH:19][C:18]([O:21][CH2:22][CH3:23])=[CH:17][CH:16]=2)[CH2:25][C:26]2[CH:31]=[CH:30][N:29]=[C:28]([C:32]3[CH:37]=[C:36]([O:38][CH3:39])[C:35]([O:40][CH3:41])=[C:34]([O:42][CH3:43])[CH:33]=3)[CH:27]=2)[CH2:10][CH2:9]1)=[O:7])([CH3:4])([CH3:3])[CH3:2]. Procedure details: 1-(tert-Butoxycarbonyl)-4-[(4-ethoxyphenyl)amino]piperidine (641 mg) and 4-chloromethyl-2-(3,4,5-trimethoxyphenyl)pyridine (588 mg) was treated in the same manner as described in Example 9 to give light yellow amorphous of the title compound. Reactants: NC1=C(C(NC(N1CC1=CC=C(C=C1)Cl)=O)=O)NC=O (6-Amino-1-(4-chlorobenzyl)-5-formylamino-uracil), C (Charcoal). Solvent: [OH-].[Na+] (NaOH), O (water). Product: ClC1=CC=C(CN2C(NC(C=3NC=NC23)=O)=O)C=C1 (3-(4-Chlorobenzyl)-xanthine). Yield: 95.4%. As a reaction SMILES: [NH2:1][C:2]1[N:7]([CH2:8][C:9]2[CH:14]=[CH:13][C:12]([Cl:15])=[CH:11][CH:10]=2)[C:6](=[O:16])[NH:5][C:4](=[O:17])[C:3]=1[NH:18][CH:19]=O.C>[OH-].[Na+].O>[Cl:15][C:12]1[CH:13]=[CH:14][C:9]([CH2:8][N:7]2[C:2]3[N:1]=[CH:19][NH:18][C:3]=3[C:4](=[O:17])[NH:5][C:6]2=[O:16])=[CH:10][CH:11]=1 |f:2.3|. Reported procedure: 6-Amino-1-(4-chlorobenzyl)-5-formylamino-uracil (25.58 g) in 200 ml of 2N NaOH and 150 ml of water was heated under reflux for 3 hours. Charcoal (2.6 g) was added, and after filtration the solution was neutralized to pH 7.0 and the solid collected. Reprecipitation from NaOH by neutralization with HCl gave 22.91 g of title compound as a white solid mp 304-10° C. Reactants: [Br-], C1CCOC1, CCOC(C)=O, CCOCC, [Mg+]C1CC1, O=Cc1ccc(C(F)(F)F)cc1F, O. The product is OC(c1ccc(C(F)(F)F)cc1F)C1CC1. RXN SMILES: [Br-:1].[CH2:26]1[O:27][CH2:28][CH2:29][CH2:30]1.[CH3:20][CH2:21][O:22][C:23](=[O:24])[CH3:25].[CH3:31][CH2:32][O:33][CH2:34][CH3:35].[CH:2]1([Mg+:5])[CH2:3][CH2:4]1.[F:6][c:7]1[c:8]([CH:9]=[O:10])[cH:11][cH:12][c:13]([C:15]([F:16])([F:17])[F:18])[cH:14]1.[OH2:19]>>[CH:2]1([CH:9]([c:8]2[c:7]([F:6])[cH:14][c:13]([C:15]([F:16])([F:17])[F:18])[cH:12][cH:11]2)[OH:10])[CH2:3][CH2:4]1. The reactants are C(C)(C)[N-]C(C)C.[Li+] (lithium diisopropylamide), FC1=NC=CC=C1 (2-fluoropyridine), [Br-].[Li+] (lithium bromide), C(C1=CC=CC=C1)OC(=O)N1CCC(CC1)=O (1-benzyloxycarbonyl-4-oxopiperidine). The solvent is O1CCCC1 (tetrahydrofuran), O1CCCC1 (tetrahydrofuran), CCCCCC (hexane), O1CCCC1 (tetrahydrofuran), O (water). Reaction conditions: temperature -50 celsius. Yields the product C(C1=CC=CC=C1)OC(=O)N1CCC(CC1)(C=1C(=NC=CC1)F)O (1-Benzyloxycarbonyl-4-hydroxy-4-(2-fluoropyrid-3-yl)piperidine). As a reaction SMILES: C([N-]C(C)C)(C)C.[Li+].[F:9][C:10]1[CH:15]=[CH:14][CH:13]=[CH:12][N:11]=1.[Br-].[Li+].[CH2:18]([O:25][C:26]([N:28]1[CH2:33][CH2:32][C:31](=[O:34])[CH2:30][CH2:29]1)=[O:27])[C:19]1[CH:24]=[CH:23][CH:22]=[CH:21][CH:20]=1>O1CCCC1.O.CCCCCC>[CH2:18]([O:25][C:26]([N:28]1[CH2:33][CH2:32][C:31]([OH:34])([C:15]2[C:10]([F:9])=[N:11][CH:12]=[CH:13][CH:14]=2)[CH2:30][CH2:29]1)=[O:27])[C:19]1[CH:24]=[CH:23][CH:22]=[CH:21][CH:20]=1 |f:0.1,3.4|. Procedure details: To a solution of lithium diisopropylamide (0.31 mol) in 300 mL of anhydrous tetrahydrofuran:hexane at -78° C. was added a solution of 2-fluoropyridine (24.6 mL) in 40 mL of anhydrous tetrahydrofuran. The reaction mixture was allowed to warm to -50° C., cooled back to -74° C. and treated dropwise with a solution of lithium bromide (55.5 g) and 1-benzyloxycarbonyl-4-oxopiperidine (55.5 g) in 300 mL of anhydrous tetrahydrofuran so that the temperature of the reaction mixture remained below -70° C. ... The reactants are CCOC(=O)C=CC(C)(C)NC(=O)OC(C)(C)C, CCOC(C)=O, [Li+], C1COCCO1, [OH-], O. Product: CC(C)(C=CC(=O)O)NC(=O)OC(C)(C)C. Reaction SMILES: [CH2:1]([CH3:2])[O:3][C:4]([CH:5]=[CH:6][C:7]([CH3:8])([CH3:9])[NH:10][C:11](=[O:12])[O:13][C:14]([CH3:15])([CH3:16])[CH3:17])=[O:18].[CH3:21][CH2:22][O:23][C:24](=[O:25])[CH3:26].[Li+:19].[O:27]1[CH2:28][CH2:29][O:30][CH2:31][CH2:32]1.[OH-:20].[OH2:33]>>[O:3]=[C:4]([CH:5]=[CH:6][C:7]([CH3:8])([CH3:9])[NH:10][C:11](=[O:12])[O:13][C:14]([CH3:15])([CH3:16])[CH3:17])[OH:18].